The task is: describe an organic reaction: reactants, conditions, products, and yield. This data is from the Open Reaction Database (ORD), a public repository of structured organic reaction records. The reactants are O=CN1CCN(C(=O)C=Cc2ccccc2)CC1, ClC(Cl)Cl. Product: O=C(C=Cc1ccccc1)N1CCNCC1. As a reaction SMILES: [C:1]([CH:2]=[CH:3][c:4]1[cH:5][cH:6][cH:7][cH:8][cH:9]1)(=[O:10])[N:11]1[CH2:12][CH2:13][N:14]([CH:17]=[O:18])[CH2:15][CH2:16]1.[CH:19]([Cl:20])([Cl:21])[Cl:22]>>[C:1]([CH:2]=[CH:3][c:4]1[cH:5][cH:6][cH:7][cH:8][cH:9]1)(=[O:10])[N:11]1[CH2:12][CH2:13][NH:14][CH2:15][CH2:16]1.